This data is from the Open Reaction Database (ORD), a public repository of structured organic reaction records. The task is: describe an organic reaction: reactants, conditions, products, and yield Procedure details: Following the general method as outlined in Example 59, starting from (2S,4EZ)-1-(tert-butoxycarbonyl)-4-(methoxyimino)-2-pyrrolidine-carboxylic acid (Intermediate 2), [1,1′-biphenyl]-4-carbonyl chloride, and (1Z)-N′-hydroxy-3-oxo-3-(1-pyrrolidinyl)propanimidamide, the title compound was obtained in 89% purity by HPLC. The product is CON=C1CN([C@@H](C1)C1=NC(=NO1)CC(N1CCCC1)=O)C(=O)C1=CC=C(C=C1)C1=CC=CC=C1 ((3EZ,5S)-1-([1,1′-biphenyl]-4-ylcarbonyl)-5-{3-[2-oxo-2-(1-pyrrolidinyl)ethyl]-1,2,4-oxadiazol-5-yl}-3-pyrrolidinone O-methyloxime). Reaction SMILES: C(O[C:6]([N:8]1[CH2:12][C:11](=[N:13][O:14][CH3:15])[CH2:10][C@H:9]1[C:16]([OH:18])=O)=[O:7])(C)(C)C.[C:19]1([C:28]2[CH:33]=[CH:32][CH:31]=[CH:30][CH:29]=2)[CH:24]=[CH:23][C:22](C(Cl)=O)=[CH:21][CH:20]=1.O/[N:35]=[C:36](\[NH2:45])/[CH2:37][C:38](=[O:44])[N:39]1[CH2:43][CH2:42][CH2:41][CH2:40]1>>[CH3:15][O:14][N:13]=[C:11]1[CH2:10][C@@H:9]([C:16]2[O:18][N:45]=[C:36]([CH2:37][C:38](=[O:44])[N:39]3[CH2:43][CH2:42][CH2:41][CH2:40]3)[N:35]=2)[N:8]([C:6]([C:31]2[CH:30]=[CH:29][C:28]([C:19]3[CH:20]=[CH:21][CH:22]=[CH:23][CH:24]=3)=[CH:33][CH:32]=2)=[O:7])[CH2:12]1. Reactants: C(C)(C)(C)OC(=O)N1[C@@H](CC(C1)=NOC)C(=O)O ((2S,4EZ)-1-(tert-butoxycarbonyl)-4-(methoxyimino)-2-pyrrolidine-carboxylic acid), O\N=C(\CC(N1CCCC1)=O)/N ((1Z)-N′-hydroxy-3-oxo-3-(1-pyrrolidinyl)propanimidamide), C(C)(C)(C)OC(=O)N1[C@@H](CC(C1)=NOC)C(=O)O ((2S,4EZ)-1-(tert-butoxycarbonyl)-4-(methoxyimino)-2-pyrrolidine-carboxylic acid), C1(=CC=C(C=C1)C(=O)Cl)C1=CC=CC=C1 ([1,1′-biphenyl]-4-carbonyl chloride). Starting materials: C1CCOC1, CNc1cccc(CCOc2ccc3c(c2)CN(CCc2ccccc2)C(=O)C(CC(=O)OC)C3)n1, [Li+], [OH-], O. Yields the product CNc1cccc(CCOc2ccc3c(c2)CN(CCc2ccccc2)C(=O)C(CC(=O)O)C3)n1. RXN SMILES: [CH2:39]1[O:40][CH2:41][CH2:42][CH2:43]1.[CH3:3][NH:4][c:5]1[cH:6][cH:7][cH:8][c:9]([CH2:11][CH2:12][O:13][c:14]2[cH:15][c:16]3[c:17]([cH:37][cH:38]2)[CH2:18][CH:19]([CH2:32][C:33](=[O:34])[O:35][CH3:36])[C:20](=[O:31])[N:21]([CH2:23][CH2:24][c:25]2[cH:26][cH:27][cH:28][cH:29][cH:30]2)[CH2:22]3)[n:10]1.[Li+:2].[OH-:1].[OH2:44]>>[CH3:3][NH:4][c:5]1[cH:6][cH:7][cH:8][c:9]([CH2:11][CH2:12][O:13][c:14]2[cH:15][c:16]3[c:17]([cH:37][cH:38]2)[CH2:18][CH:19]([CH2:32][C:33](=[O:34])[OH:35])[C:20](=[O:31])[N:21]([CH2:23][CH2:24][c:25]2[cH:26][cH:27][cH:28][cH:29][cH:30]2)[CH2:22]3)[n:10]1.